This data is from the Open Reaction Database (ORD), a public repository of structured organic reaction records. The task is: describe an organic reaction: reactants, conditions, products, and yield Reactants: C(C)OC(=O)C=1N=CSC1C (5-methyl-thiazole-4-carboxylic acid ethyl ester), BrN1C(CCC1=O)=O (N-bromosuccinimide). The reagents and catalysts are [W] (tungsten). The solvent is C(Cl)(Cl)(Cl)Cl (CCl4). Conditions: time 3 hour. The product is C(C)OC(=O)C=1N=CSC1CBr (5-Bromomethyl-thiazole-4-carboxylic acid ethyl ester). Isolated yield 50.6%. As a reaction SMILES: [CH2:1]([O:3][C:4]([C:6]1[N:7]=[CH:8][S:9][C:10]=1[CH3:11])=[O:5])[CH3:2].[Br:12]N1C(=O)CCC1=O>C(Cl)(Cl)(Cl)Cl.[W]>[CH2:1]([O:3][C:4]([C:6]1[N:7]=[CH:8][S:9][C:10]=1[CH2:11][Br:12])=[O:5])[CH3:2]. Reported procedure: Heat to reflux a mixture of 5-methyl-thiazole-4-carboxylic acid ethyl ester (4.87 g, 28.5 mmol) and N-bromosuccinimide (5.06 g, 28.5 mmol) in CCl4 (100 mL) by irradiation with a 275 watt tungsten sun lamp. After 3 h, cool to room temperature and filter off a tan solid. Concentrate the filtrate by rotavap to give 6.42 g crude product as an orange oil. Purify on silica gel [115 g, 0-15% (2M NH3/MeOH)/(1:1 CH2Cl2/hexanes)] to give 3.61 g (51%) of the title compound as a yellow solid. LC-ES/MS m/z 2... The reactants are FC=1C=C2C(=NC1)N(N=C2C(=O)N)CC2=C(C=CC=C2)F (5-Fluoro-1-(2-fluorobenzyl)-1H-pyrazolo[3,4-b]pyridine-3-carboxamide), P(=O)(Cl)(Cl)Cl (phosphorus oxychloride). Solvent: S1(=O)(=O)CCCC1 (sulpholane), C(C)#N (acetonitrile). Yields the product FC=1C=C2C(=NC1)N(N=C2C#N)CC2=C(C=CC=C2)F (5-Fluoro-1-(2-fluorobenzyl)-1H-pyrazolo[3,4-b]pyridine-3-carbonitrile). Reaction SMILES: [F:1][C:2]1[CH:3]=[C:4]2[C:10]([C:11]([NH2:13])=O)=[N:9][N:8]([CH2:14][C:15]3[CH:20]=[CH:19][CH:18]=[CH:17][C:16]=3[F:21])[C:5]2=[N:6][CH:7]=1.P(Cl)(Cl)(Cl)=O>S1(CCCC1)(=O)=O.C(#N)C>[F:1][C:2]1[CH:3]=[C:4]2[C:10]([C:11]#[N:13])=[N:9][N:8]([CH2:14][C:15]3[CH:20]=[CH:19][CH:18]=[CH:17][C:16]=3[F:21])[C:5]2=[N:6][CH:7]=1. Procedure: 17.3 g (60.0 mmol) of the compound obtained in Example 7 were heated to 103°-107° C. in 40.5 ml of sulpholane and 5.4 ml of acetonitrile. Thereafter, 6.9 g (45.0 mmol) of phosphorus oxychloride were slowly added dropwise while stirring, the dropping funnel was rinsed with 2.8 ml of acetonitrile, then the mixture was stirred at 107° C. for 1.5 h until conversion was complete (HPLC). Thereafter, the mixture was cooled to room temperature, and 2.8 ml of sulpholane/acetonitrile (5:1 vol/vol) and the... The reactants are C, CCO, ClC(Cl)Cl, [H][H], CCCCCCCCCCCC(O)c1c[nH]c(C(=O)OC)c1, [Pd]. As a reaction SMILES: [C:28].[CH3:1][CH2:2][OH:3].[CH:30]([Cl:31])([Cl:32])[Cl:33].[H:26][H:27].[OH:4][CH:5]([CH2:6][CH2:7][CH2:8][CH2:9][CH2:10][CH2:11][CH2:12][CH2:13][CH2:14][CH2:15][CH3:16])[c:17]1[cH:18][c:19]([C:22](=[O:23])[O:24][CH3:25])[nH:20][cH:21]1.[Pd:29]>>[CH2:5]([CH2:6][CH2:7][CH2:8][CH2:9][CH2:10][CH2:11][CH2:12][CH2:13][CH2:14][CH2:15][CH3:16])[c:17]1[cH:18][c:19]([C:22](=[O:23])[O:24][CH3:25])[nH:20][cH:21]1. The product is CCCCCCCCCCCCc1c[nH]c(C(=O)OC)c1. Reactants: C1(C=2N(CC1)C=CC2C(=O)OC)C(=O)OC (dimethyl 2,3-dihydro-1H-pyrrolo[1,2-a]pyrrole-1,7-dicarboxylate), C1(C=2N(CC1)C=CC2C(=O)OCC)C(=O)OCC (diethyl 2,3-dihydro-1H-pyrrolo[1,2-a]pyrrole-1,7-dicarboxylate), di(lower alkyl) 2,3-dihydro-1H-pyrrolo[1,2-a]pyrrole-1,7-dicarboxylates. The product is C1(C=2N(CC1)C=CC2C(=O)O)C(=O)O (2,3-dihydro-1H-pyrrolo[1,2-a]pyrrole-1,7-dicarboxylic acid). Reaction SMILES: [CH:1]1([C:13]([O:15]C)=[O:14])[CH2:5][CH2:4][N:3]2[CH:6]=[CH:7][C:8]([C:9]([O:11]C)=[O:10])=[C:2]12.C1(C(OCC)=O)CCN2C=CC(C(OCC)=O)=C12>>[CH:8]1([C:9]([OH:11])=[O:10])[CH2:7][CH2:6][N:3]2[CH:4]=[CH:5][C:1]([C:13]([OH:15])=[O:14])=[C:2]12. Procedure: Similarly, substituting for the dimethyl 2,3-dihydro-1H-pyrrolo[1,2-a]pyrrole-1,7-dicarboxylate of part A of this Example, diethyl 2,3-dihydro-1H-pyrrolo[1,2-a]pyrrole-1,7-dicarboxylate, and similar di(lower alkyl) 2,3-dihydro-1H-pyrrolo[1,2-a]pyrrole-1,7-dicarboxylates, one obtains 2,3-dihydro-1H-pyrrolo[1,2-a]pyrrole-1,7-dicarboxylic acid. Reactants: CI (methyl iodide), [H-].[Na+] (sodium hydride), COC(=O)C=1NC(=C(C1)C)C1=CC=C(C=C1)Cl (methyl-5-(4-chlorophenyl)-4-methyl-1H-pyrrole-2-carboxylate). The solvent is CN(C)C=O (DMF), CN(C)C=O (DMF). Run at time 45 minute. Yields the product COC(=O)C=1N(C(=C(C1)C)C1=CC=C(C=C1)Cl)C (Methyl-5-(4-chlorophenyl)-1,4-dimethyl-1H-pyrrole-2-carboxylate). Yield: 81.9%. As a reaction SMILES: [H-].[Na+].[CH3:3][O:4][C:5]([C:7]1[NH:8][C:9]([C:13]2[CH:18]=[CH:17][C:16]([Cl:19])=[CH:15][CH:14]=2)=[C:10]([CH3:12])[CH:11]=1)=[O:6].[CH3:20]I>CN(C=O)C>[CH3:3][O:4][C:5]([C:7]1[N:8]([CH3:20])[C:9]([C:13]2[CH:14]=[CH:15][C:16]([Cl:19])=[CH:17][CH:18]=2)=[C:10]([CH3:12])[CH:11]=1)=[O:6] |f:0.1|. Procedure details: To a stirred solution of sodium hydride (60% suspension in mineral oil) (0.529 g, 13.22 mmol) in DMF (5 ml) at 0° C. was added a solution of methyl-5-(4-chlorophenyl)-4-methyl-1H-pyrrole-2-carboxylate (prepared according to the procedure reported in J. org. Chem., 2009, 74(2), 903-905, Org. Lett. 2007, 9(25), 5191-5194, 2.20 g, 8.81 mmol) in DMF (10 ml), which was then followed by the addition of methyl iodide (1.88 g, 0.83 ml, 13.22 mmol). The resulting reaction mixture was stirred at room temp... Starting materials: NC1=NC(=C(N=C1C=O)Cl)Cl (2-amino-5,6-dichloro-3-formylpyrazine), C(CC)N (n-propylamine), O (water). Solvent: C(C)(C)O (isopropyl alcohol). Reaction conditions: time 20.5 hour. Yields the product NC1=NC(=C(N=C1C=O)Cl)NCCC (2-Amino-5-chloro-3-formyl-6-(n-propylamino)pyrazine). RXN SMILES: [NH2:1][C:2]1[C:7]([CH:8]=[O:9])=[N:6][C:5]([Cl:10])=[C:4](Cl)[N:3]=1.[CH2:12]([NH2:15])[CH2:13][CH3:14].O>C(O)(C)C>[NH2:1][C:2]1[C:7]([CH:8]=[O:9])=[N:6][C:5]([Cl:10])=[C:4]([NH:15][CH2:12][CH2:13][CH3:14])[N:3]=1. Reported procedure: In 1.2 ml of isopropyl alcohol there was dissolved 2-amino-5,6-dichloro-3-formylpyrazine (0.095 g) 0.0005 M) prepared in Step B, after which n-propylamine (32 g; 0.042 ml; 0.00055 M) was added, and the reaction mixture was stirred at room temperature for 20.5 hours. When water was added to the reaction mixture, product precipitated, was filtered, and dried (23 mg). Additional product precipitated, was filtered, and dried (46 mg). The product was recrystallized from ethyl acetate/hexane. Elementa...